From a dataset of the Open Reaction Database (ORD), a public repository of structured organic reaction records. describe an organic reaction: reactants, conditions, products, and yield Reactants: CC(C)(C)OC(=O)NC(CCCNC1CCCc2cccnc21)C(=O)OC(C)(C)C, CC(C)(C)OC(=O)n1c(CCl)nc2ccccc21, CC#N, CCN(C(C)C)C(C)C. Product: CC(C)(C)OC(=O)NC(CCCN(Cc1nc2ccccc2n1C(=O)OC(C)(C)C)C1CCCc2cccnc21)C(=O)OC(C)(C)C. RXN SMILES: [C:1]([CH3:2])([CH3:3])([CH3:4])[O:5][C:6]([CH:7]([CH2:8][CH2:9][CH2:10][NH:11][CH:12]1[CH2:13][CH2:14][CH2:15][c:16]2[cH:17][cH:18][cH:19][n:20][c:21]21)[NH:22][C:23](=[O:24])[O:25][C:26]([CH3:27])([CH3:28])[CH3:29])=[O:30].[C:31]([CH3:32])([CH3:33])([CH3:34])[O:35][C:36](=[O:37])[n:38]1[c:39]([CH2:47][Cl:48])[n:40][c:41]2[c:42]1[cH:43][cH:44][cH:45][cH:46]2.[CH3:58][C:59]#[N:60].[CH:49]([N:50]([CH2:51][CH3:52])[CH:53]([CH3:54])[CH3:55])([CH3:56])[CH3:57]>>[C:1]([CH3:2])([CH3:3])([CH3:4])[O:5][C:6]([CH:7]([CH2:8][CH2:9][CH2:10][N:11]([CH:12]1[CH2:13][CH2:14][CH2:15][c:16]2[cH:17][cH:18][cH:19][n:20][c:21]21)[CH2:47][c:39]1[n:38]([C:36]([O:35][C:31]([CH3:32])([CH3:33])[CH3:34])=[O:37])[c:42]2[c:41]([n:40]1)[cH:46][cH:45][cH:44][cH:43]2)[NH:22][C:23](=[O:24])[O:25][C:26]([CH3:27])([CH3:28])[CH3:29])=[O:30]. Reactants: C(C1=CC=CC=C1)OC1=CC=C(OC[C@H]2OC2)C=C1 (2-(S)-(4-benzyloxy-phenoxymethyl)-oxirane), NCC1CCN(CC1)CCC(F)(F)F (4-aminomethyl-1-(3,3,3-trifluoropropyl)-piperidine). Product: C(C1=CC=CC=C1)OC1=CC=C(OC[C@H](CNCC2CCN(CC2)CCC(F)(F)F)O)C=C1 ((2S)-1-(4-Benzyloxy-phenoxy)-3-{[1-(3,3,3-trifluoro-propyl)-piperidin-4-ylmethyl]-amino}-propan-2-ol). Yield: 3.8%. Reaction SMILES: [CH2:1]([O:8][C:9]1[CH:19]=[CH:18][C:12]([O:13][CH2:14][C@@H:15]2[CH2:17][O:16]2)=[CH:11][CH:10]=1)[C:2]1[CH:7]=[CH:6][CH:5]=[CH:4][CH:3]=1.[NH2:20][CH2:21][CH:22]1[CH2:27][CH2:26][N:25]([CH2:28][CH2:29][C:30]([F:33])([F:32])[F:31])[CH2:24][CH2:23]1>>[CH2:1]([O:8][C:9]1[CH:19]=[CH:18][C:12]([O:13][CH2:14][C@@H:15]([OH:16])[CH2:17][NH:20][CH2:21][CH:22]2[CH2:27][CH2:26][N:25]([CH2:28][CH2:29][C:30]([F:33])([F:31])[F:32])[CH2:24][CH2:23]2)=[CH:11][CH:10]=1)[C:2]1[CH:7]=[CH:6][CH:5]=[CH:4][CH:3]=1. Procedure details: Prepared from 2-(S)-(4-benzyloxy-phenoxymethyl)-oxirane (0.40 g, 1.57 mmol) and 4-aminomethyl-1-(3,3,3-trifluoropropyl)-piperidine (0.329 g, 1.57 mmol) according to the procedure used for Example 2 to provide 0.0280 g of product as a white solid.